This data is from the Open Reaction Database (ORD), a public repository of structured organic reaction records. The task is: describe an organic reaction: reactants, conditions, products, and yield Starting materials: ClCCl, Cc1ccccc1, CC1(CC(=O)Nc2ccccc2)OCCS1, O=C[O-], [Na+], O, OO. The product is CC1(CC(=O)Nc2ccccc2)OCCS1=O. As a reaction SMILES: [CH2:30]([Cl:31])[Cl:32].[CH3:17][c:18]1[cH:19][cH:20][cH:21][cH:22][cH:23]1.[CH3:1][C:2]1([CH2:7][C:8](=[O:9])[NH:10][c:11]2[cH:12][cH:13][cH:14][cH:15][cH:16]2)[O:3][CH2:4][CH2:5][S:6]1.[CH:24](=[O:25])[O-:26].[Na+:27].[OH2:33].[OH:28][OH:29]>>[CH3:1][C:2]1([CH2:7][C:8](=[O:9])[NH:10][c:11]2[cH:12][cH:13][cH:14][cH:15][cH:16]2)[O:3][CH2:4][CH2:5][S:6]1=[O:25].